This data is from the Open Reaction Database (ORD), a public repository of structured organic reaction records. The task is: describe an organic reaction: reactants, conditions, products, and yield Reactants: ClC1=CC(=NC(=C1)NC1=NC=CN=C1)N[C@@H](C)C1=CC=C(C=C1)F ((S)-4-chloro-N2-[1-(4-fluorophenyl)ethyl]-N6-(pyrazin-2-yl)pyridine-2,6-diamine), P(=O)([O-])([O-])[O-].[K+].[K+].[K+] (tripotassium phosphate), C1(CCCCC1)P(C1=C(C=CC=C1)C1=C(C=C(C=C1C(C)C)C(C)C)C(C)C)C1CCCCC1 (2-dicyclohexylphosphino-2′,4′,6′-triisopropylbiphenyl), tris(dibenzylideneacetone)(chloroform)dipalladium, C(CO)O (ethylene glycol). Run in O1CCOCC1 (1,4-dioxane). Run at temperature 100 celsius, time 13 hour. Product: FC1=CC=C(C=C1)[C@H](C)NC1=NC(=CC(=C1)OCCO)NC1=NC=CN=C1 ((S)-2-{2-[1-(4-fluorophenyl)ethylamino]-6-(pyrazin-2-ylamino)pyridin-4-yloxy}ethanol). Reaction SMILES: Cl[C:2]1[CH:7]=[C:6]([NH:8][C:9]2[CH:14]=[N:13][CH:12]=[CH:11][N:10]=2)[N:5]=[C:4]([NH:15][C@H:16]([C:18]2[CH:23]=[CH:22][C:21]([F:24])=[CH:20][CH:19]=2)[CH3:17])[CH:3]=1.P([O-])([O-])([O-])=O.[K+].[K+].[K+].C1(P(C2CCCCC2)C2C=CC=CC=2C2C(C(C)C)=CC(C(C)C)=CC=2C(C)C)CCCCC1.[CH2:67]([OH:70])[CH2:68][OH:69]>O1CCOCC1>[F:24][C:21]1[CH:22]=[CH:23][C:18]([C@@H:16]([NH:15][C:4]2[CH:3]=[C:2]([O:69][CH2:68][CH2:67][OH:70])[CH:7]=[C:6]([NH:8][C:9]3[CH:14]=[N:13][CH:12]=[CH:11][N:10]=3)[N:5]=2)[CH3:17])=[CH:19][CH:20]=1 |f:1.2.3.4|. Reported procedure: To 150 mg of (S)-4-chloro-N2-[1-(4-fluorophenyl)ethyl]-N6-(pyrazin-2-yl)pyridine-2,6-diamine, 187 mg of tripotassium phosphate, 84 mg of 2-dicyclohexylphosphino-2′,4′,6′-triisopropylbiphenyl and 46 mg of tris(dibenzylideneacetone)(chloroform)dipalladium were added 3 ml of ethylene glycol and 1.5 ml of 1,4-dioxane, and the mixture was degassed, and substituted by argon gas, and the mixture was stirred at 100° C. for 13 hours. The reaction solution was diluted with ethyl acetate. The solution was ... Starting materials: BrC=1C(=CC=C2C(N(C(=NC12)NC1(CC1)C)C1CC1)=O)F (8-bromo-3-cyclopropyl-7-fluoro-2-((1-methylcyclopropyl)amino)quinazolin-4(3H)-one), BrC=1C(=CC=C2C(N(C(=NC12)Cl)C1CC1)=O)F (8-bromo-2-chloro-3-cyclopropyl-7-fluoroquinazolin-4(3H)-one), Cl.CC1(CCC1)N (1-methylcyclobutanamine hydrochloride). Yields the product BrC=1C(=CC=C2C(N(C(=NC12)NC1(CCC1)C)C1CC1)=O)F (8-Bromo-3-cyclopropyl-7-fluoro-2-((1-methylcyclobutyl)amino)quinazolin-4(3H)-one). RXN SMILES: [Br:1][C:2]1[C:3]([F:21])=[CH:4][CH:5]=[C:6]2[C:11]=1[N:10]=[C:9]([NH:12][C:13]1([CH3:16])[CH2:15][CH2:14]1)[N:8]([CH:17]1[CH2:19][CH2:18]1)[C:7]2=[O:20].Br[C:23]1C(F)=CC=C2C=1N=C(Cl)N(C1CC1)C2=O.Cl.CC1(N)CCC1>>[Br:1][C:2]1[C:3]([F:21])=[CH:4][CH:5]=[C:6]2[C:11]=1[N:10]=[C:9]([NH:12][C:13]1([CH3:16])[CH2:14][CH2:15][CH2:23]1)[N:8]([CH:17]1[CH2:18][CH2:19]1)[C:7]2=[O:20] |f:2.3|. Reported procedure: 8-Bromo-3-cyclopropyl-7-fluoro-2-((1-methylcyclobutyl)amino)quinazolin-4(3H)-one (498a) was prepared according to the procedures described for Intermediate 495a, using 8-bromo-2-chloro-3-cyclopropyl-7-fluoroquinazolin-4(3H)-one (721) and 1-methylcyclobutanamine hydrochloride (Oakwood Chemical) as the starting materials. MS (ESI, pos. ion) m/z: 366.0/368.0 (M+1). Starting materials: BrCCBr, CC(C)CCCC(C)CCBr, [Mg], C1CCOC1. The product is [Br-], CC(C)CCCC(C)CC[Mg+]. As a reaction SMILES: [CH2:13]([Br:14])[CH2:15][Br:16].[CH3:1][CH:2]([CH2:3][CH2:4][Br:5])[CH2:6][CH2:7][CH2:8][CH:9]([CH3:10])[CH3:11].[Mg:12].[O:17]1[CH2:18][CH2:19][CH2:20][CH2:21]1>>[Br-:5].[CH3:1][CH:2]([CH2:3][CH2:4][Mg+:12])[CH2:6][CH2:7][CH2:8][CH:9]([CH3:10])[CH3:11]. The product is OCCNC1CCN(CC1)C1=C(C#N)C=C(C=C1)[N+](=O)[O-] (2-[4-(2-Hydroxyethylamino)piperidin-1-yl]-5-nitrobenzonitrile). Solvent: O1CCCC1 (tetrahydrofuran), CO (methanol). RXN SMILES: [N+:1]([C:4]1[CH:5]=[CH:6][C:7]([N:12]2[CH2:17][CH2:16][C:15](=O)[CH2:14][CH2:13]2)=[C:8]([CH:11]=1)[C:9]#[N:10])([O-:3])=[O:2].[OH:19][CH2:20][CH2:21][NH2:22].C([BH3-])#N.[Na+].Cl>O1CCCC1.CO>[OH:19][CH2:20][CH2:21][NH:22][CH:15]1[CH2:16][CH2:17][N:12]([C:7]2[CH:6]=[CH:5][C:4]([N+:1]([O-:3])=[O:2])=[CH:11][C:8]=2[C:9]#[N:10])[CH2:13][CH2:14]1 |f:2.3|. Starting materials: [N+](=O)([O-])C=1C=CC(=C(C#N)C1)N1CCC(CC1)=O (5-Nitro-2-(4-oxopiperidin-1-yl)benzonitrile), OCCN (2-hydroxyethylamine), C(#N)[BH3-].[Na+] (sodium cyanoborohydride), Cl (hydrochloric acid). Procedure: 5-Nitro-2-(4-oxopiperidin-1-yl)benzonitrile (5.0 g), 2-hydroxyethylamine (1.5 g) and sodium cyanoborohydride (1.3 g) were added to a mixed solvent of methanol (100 ml) and tetrahydrofuran (50 ml) and the mixture was stirred at room temperature for 1 h. An aqueous hydrochloric acid solution was added to keep the reaction mixture acidic. The solvent was evaporated under reduced pressure. Aqueous sodium hydroxide solution was added to the residue and the mixture was extracted with ethyl acetate. Th... Run at time 1 hour. Reactants: O(C1=CC=CC=C1)CC(=O)O (phenoxyacetic acid), FC=1C=C(OC=2C(OC(C2C2=CC=C(C=C2)S(=O)(=O)C)(C)C)=O)C=CC1F (3-(3,4-Difluorophenoxy)-5,5-dimethyl-4-(4-(methylsulfonyl) phenyl)-5H-furan-2-one). Product: O(C1=CC=CC=C1)C=1C(OC(C1C1=CC=C(C=C1)SC)(C)C)=O (3-Phenoxy-5,5-dimethyl-4-(4-(methylthio)phenyl)-5H-furan-2-one). Reaction SMILES: O(CC(O)=O)C1C=CC=CC=1.F[C:13]1[CH:14]=[C:15]([CH:35]=[CH:36][C:37]=1F)[O:16][C:17]1[C:18](=[O:34])[O:19][C:20]([CH3:33])([CH3:32])[C:21]=1[C:22]1[CH:27]=[CH:26][C:25]([S:28]([CH3:31])(=O)=O)=[CH:24][CH:23]=1>>[O:16]([C:17]1[C:18](=[O:34])[O:19][C:20]([CH3:32])([CH3:33])[C:21]=1[C:22]1[CH:27]=[CH:26][C:25]([S:28][CH3:31])=[CH:24][CH:23]=1)[C:15]1[CH:14]=[CH:13][CH:37]=[CH:36][CH:35]=1. Reported procedure: Following the procedure described for example 1, Step 4, the title compound was prepared from phenoxyacetic acid and 2-hydroxy-2-methyl-1-(4-(methylthio)phenyl)propan-1-one (example 1, Step 4). The reactants are CC(=O)O[BH-](OC(C)=O)OC(C)=O, O=C([O-])O, CC(=O)O, ClCCCl, Nc1ncnc2c1c(I)nn2C1CCNCC1, [Na+], [Na+], O=Cc1ncc[nH]1. RXN SMILES: [C:25]([O:26][BH-:27]([O:28][C:29](=[O:30])[CH3:31])[O:32][C:33](=[O:34])[CH3:35])(=[O:36])[CH3:37].[C:43](=[O:44])([OH:45])[O-:46].[CH3:39][C:40](=[O:41])[OH:42].[Cl:48][CH2:49][CH2:50][Cl:51].[I:1][c:2]1[n:3][n:4]([CH:12]2[CH2:13][CH2:14][NH:15][CH2:16][CH2:17]2)[c:5]2[n:6][cH:7][n:8][c:9]([NH2:11])[c:10]12.[Na+:38].[Na+:47].[nH:18]1[c:19]([CH:23]=[O:24])[n:20][cH:21][cH:22]1>>[I:1][c:2]1[n:3][n:4]([CH:12]2[CH2:13][CH2:14][N:15]([CH2:23][c:19]3[nH:18][cH:22][cH:21][n:20]3)[CH2:16][CH2:17]2)[c:5]2[n:6][cH:7][n:8][c:9]([NH2:11])[c:10]12. The product is Nc1ncnc2c1c(I)nn2C1CCN(Cc2ncc[nH]2)CC1.